From a dataset of the Open Reaction Database (ORD), a public repository of structured organic reaction records. describe an organic reaction: reactants, conditions, products, and yield Reactants: Cc1c(Br)cnc2nc(-c3ccc(N)cc3)[nH]c12, N#Cc1cccc(S(=O)(=O)Cl)c1, c1ccncc1. Product: Cc1c(Br)cnc2nc(-c3ccc(NS(=O)(=O)c4cccc(C#N)c4)cc3)[nH]c12. Reaction SMILES: [Br:1][c:2]1[c:3]([CH3:18])[c:4]2[c:5]([n:6][cH:7]1)[n:8][c:9](-[c:11]1[cH:12][cH:13][c:14]([NH2:15])[cH:16][cH:17]1)[nH:10]2.[C:19](#[N:20])[c:21]1[cH:22][c:23]([S:27](=[O:28])(=[O:29])[Cl:30])[cH:24][cH:25][cH:26]1.[cH:31]1[cH:32][cH:33][n:34][cH:35][cH:36]1>>[Br:1][c:2]1[c:3]([CH3:18])[c:4]2[c:5]([n:6][cH:7]1)[n:8][c:9](-[c:11]1[cH:12][cH:13][c:14]([NH:15][S:27]([c:23]3[cH:22][c:21]([C:19]#[N:20])[cH:26][cH:25][cH:24]3)(=[O:28])=[O:29])[cH:16][cH:17]1)[nH:10]2. The reactants are ClC1=C(C(=CC(=C1)OC)Cl)N1CCN(CC1)C1=CC(=CC=C1)C(F)(F)F (1,3-dichloro-5-methoxy-2-{4-[3-(trifluoromethyl)phenyl]piperazinyl}benzene), aqueous solution, C[S-].[Na+] (sodium methanethiolate), Cl (hydrochloric acid), O (water). Solvent: CN(C)C=O (DMF), CN(C)C=O (DMF). Run at temperature 100 celsius. The product is ClC=1C=C(C=C(C1N1CCN(CC1)C1=CC(=CC=C1)C(F)(F)F)Cl)O (3,5-dichloro-4-{4-[3-(trifluoromethyl)phenyl]piperazinyl}phenol). The yield is 63.9%. Reaction SMILES: C[S-].[Na+].[Cl:4][C:5]1[CH:10]=[C:9]([O:11]C)[CH:8]=[C:7]([Cl:13])[C:6]=1[N:14]1[CH2:19][CH2:18][N:17]([C:20]2[CH:25]=[CH:24][CH:23]=[C:22]([C:26]([F:29])([F:28])[F:27])[CH:21]=2)[CH2:16][CH2:15]1.O.Cl>CN(C=O)C>[Cl:4][C:5]1[CH:10]=[C:9]([OH:11])[CH:8]=[C:7]([Cl:13])[C:6]=1[N:14]1[CH2:19][CH2:18][N:17]([C:20]2[CH:25]=[CH:24][CH:23]=[C:22]([C:26]([F:28])([F:27])[F:29])[CH:21]=2)[CH2:16][CH2:15]1 |f:0.1|. Procedure details: A suspension of 0.8 gram (0.011 mole) of sodium methanethiolate in 25 mL of DMF was stirred, and a solution of 1.8 grams (0.0044 mole) of 1,3-dichloro-5-methoxy-2-{4-[3-(trifluoromethyl)phenyl]piperazinyl}benzene in 40 mL of DMF was added. Upon completion of addition, the reaction mixture was heated to 100° C. where it stirred for two hours. After this time, the reaction mixture was cooled in an ice-water bath and 50 mL of water, followed by 25 mL of an aqueous solution of 10% hydrochloric acid,... Procedure: tert-Butyl(R)-1-(4-(furan-3-yl)phenyl)-4-((R)-3-(1-(3-methoxypropyl)-1,1-benzo[d]imidazol-2-yl)piperidin-1-yl)-4-oxobutan-2-ylcarbamate (54A) was dissolved in 25% trifluoroacetic acid and stirred at room temperature for 3 hrs. Solvent was removed under vacuum and purified by preparatory LC/MS (20-50% CH3CN in H2O) to give product (R)-3-amino-4-(4-(furan-3-yl)phenyl)-1-((R)-3-(1-(3-methoxypropyl)-1H-benzo[d]imidazol-2-yl)piperidin-1-yl)butan-1-one (145) as a TFA salt (32 mg, 64% yield). 1H NMR (4... Starting materials: O1C=C(C=C1)C1=CC=C(C=C1)C[C@H](CC(=O)N1C[C@@H](CCC1)C1=NC2=C(N1CCCOC)C=CC=C2)NC(OC(C)(C)C)=O (tert-Butyl(R)-1-(4-(furan-3-yl)phenyl)-4-((R)-3-(1-(3-methoxypropyl)-1H-benzo[d]imidazol-2-yl)piperidin-1-yl)-4-oxobutan-2-ylcarbamate), FC(C(=O)O)(F)F (trifluoroacetic acid). Conditions: time 3 hour. Product: N[C@@H](CC(=O)N1C[C@@H](CCC1)C1=NC2=C(N1CCCOC)C=CC=C2)CC2=CC=C(C=C2)C2=COC=C2 ((R)-3-amino-4-(4-(furan-3-yl)phenyl)-1-((R)-3-(1-(3-methoxypropyl)-1H-benzo[d]imidazol-2-yl)piperidin-1-yl)butan-1-one), C(=O)(C(F)(F)F)O (TFA). As a reaction SMILES: [O:1]1[CH:5]=[CH:4][C:3]([C:6]2[CH:11]=[CH:10][C:9]([CH2:12][C@@H:13]([NH:37]C(=O)OC(C)(C)C)[CH2:14][C:15]([N:17]3[CH2:22][CH2:21][CH2:20][C@@H:19]([C:23]4[N:27]([CH2:28][CH2:29][CH2:30][O:31][CH3:32])[C:26]5[CH:33]=[CH:34][CH:35]=[CH:36][C:25]=5[N:24]=4)[CH2:18]3)=[O:16])=[CH:8][CH:7]=2)=[CH:2]1.[F:45][C:46]([F:51])([F:50])[C:47]([OH:49])=[O:48]>>[NH2:37][C@H:13]([CH2:12][C:9]1[CH:8]=[CH:7][C:6]([C:3]2[CH:4]=[CH:5][O:1][CH:2]=2)=[CH:11][CH:10]=1)[CH2:14][C:15]([N:17]1[CH2:22][CH2:21][CH2:20][C@@H:19]([C:23]2[N:27]([CH2:28][CH2:29][CH2:30][O:31][CH3:32])[C:26]3[CH:33]=[CH:34][CH:35]=[CH:36][C:25]=3[N:24]=2)[CH2:18]1)=[O:16].[C:47]([OH:49])([C:46]([F:51])([F:50])[F:45])=[O:48]. Isolated yield 64.0%. The reactants are NCC1C(C(C(O1)OC(C(NCCCNC(C(NC(C(NC(NC(C(=O)O)C(C)C)=O)C1NC(NCC1)=N)=O)C(C(C)C)O)=O)C(=O)O)C1OC(C(C1O)O)N1C(NC(C=C1)=O)=O)OC)O (16-({[5-(aminomethyl)-4-hydroxy-3-methoxytetrahydro-2-furanyl]oxy}{5-[2,4-dioxo-3,4-dihydro-1 (2H)-pyrimidinyl]-3,4-dihydroxytetrahydro-2-furanyl}methyl)-9-(1-hydroxy-2-methylpropyl)-6-(2-iminohexahydro-4-pyrimidinyl)-2-isopropyl-4,7,10-trioxo-3,5,8,11,15-pentaazaheptadecane-1,17-dioic acid), C(C)(=O)O[BH-](OC(C)=O)OC(C)=O.[Na+] (sodium triacetoxyborohydride), O.[O-2].[O-2].[O-2].O=[Si]=O.O=[Si]=O.O=[Si]=O.O=[Si]=O.[Al+3].[Al+3] (montmorillonite K-10), C(CCCC)=O (pentanal). The solvent is CO (methanol), CC(CC(C)=O)=O (2,4-pentanedione), N1=CC=CC=C1 (pyridine). Yields the product NC[C@@H]1[C@@H]([C@H](C(O1)O[C@H](C(N(CCCNC(C(NC(C(NC(NC(C(=O)O)C(C)C)=O)C1NC(NCC1)=N)=O)C(C(C)C)O)=O)CCCCC)C(=O)O)[C@H]1O[C@H]([C@@H]([C@@H]1O)O)N1C(NC(C=C1)=O)=O)OC)O (16-((R)-{[(3R,4S,5R)-5-(Aminomethyl)-4-hydroxy-3-methoxytetrahydro-2-furanyl]oxy}{(2S,3S,4R,5R)-5-[2,4-dioxo-3,4-di hydro-1 (2H)-pyrimidinyl]-3,4-dihydroxytetrahydro-2-furanyl}methyl)-9-(1-hydroxy-2-methylpropyl)-6-(2-iminohexahydro-4-pyrimidinyl)-2-isopropyl-4,7,10-trioxo-15-pentyl-3,5,8,11,15-pentaazaheptadecane-1,17-dioic Acid). Reaction SMILES: [NH2:1][CH2:2][CH:3]1[O:7][CH:6]([O:8][CH:9]([CH:49]2[CH:53]([OH:54])[CH:52]([OH:55])[CH:51]([N:56]3[CH:61]=[CH:60][C:59](=[O:62])[NH:58][C:57]3=[O:63])[O:50]2)[CH:10]([C:46]([OH:48])=[O:47])[NH:11][CH2:12][CH2:13][CH2:14][NH:15][C:16](=[O:45])[CH:17]([CH:40]([OH:44])[CH:41]([CH3:43])[CH3:42])[NH:18][C:19](=[O:39])[CH:20]([CH:32]2[CH2:37][CH2:36][NH:35][C:34](=[NH:38])[NH:33]2)[NH:21][C:22](=[O:31])[NH:23][CH:24]([CH:28]([CH3:30])[CH3:29])[C:25]([OH:27])=[O:26])[CH:5]([O:64][CH3:65])[CH:4]1[OH:66].O.[O-2].[O-2].[O-2].O=[Si]=O.O=[Si]=O.O=[Si]=O.O=[Si]=O.[Al+3].[Al+3].[CH:85](=O)[CH2:86][CH2:87][CH2:88][CH3:89].C(O[BH-](OC(=O)C)OC(=O)C)(=O)C.[Na+]>CO.N1C=CC=CC=1.CC(=O)CC(=O)C>[NH2:1][CH2:2][C@H:3]1[O:7][CH:6]([O:8][C@@H:9]([C@@H:49]2[C@@H:53]([OH:54])[C@@H:52]([OH:55])[C@H:51]([N:56]3[CH:61]=[CH:60][C:59](=[O:62])[NH:58][C:57]3=[O:63])[O:50]2)[CH:10]([C:46]([OH:48])=[O:47])[N:11]([CH2:85][CH2:86][CH2:87][CH2:88][CH3:89])[CH2:12][CH2:13][CH2:14][NH:15][C:16](=[O:45])[CH:17]([CH:40]([OH:44])[CH:41]([CH3:42])[CH3:43])[NH:18][C:19](=[O:39])[CH:20]([CH:32]2[CH2:37][CH2:36][NH:35][C:34](=[NH:38])[NH:33]2)[NH:21][C:22](=[O:31])[NH:23][CH:24]([CH:28]([CH3:29])[CH3:30])[C:25]([OH:27])=[O:26])[C@H:5]([O:64][CH3:65])[C@H:4]1[OH:66] |f:1.2.3.4.5.6.7.8.9.10,12.13|. Procedure: The title compound is prepared by the procedure of Example 8, using 56.8 mg (60 μmol) of 16-({[5-(aminomethyl)-4-hydroxy-3-methoxytetrahydro-2-furanyl]oxy}{5-[2,4-dioxo-3,4-dihydro-1 (2H)-pyrimidinyl]-3,4-dihydroxytetrahydro-2-furanyl}methyl)-9-(1-hydroxy-2-methylpropyl)-6-(2-iminohexahydro-4-pyrimidinyl)-2-isopropyl-4,7,10-trioxo-3,5,8,11,15-pentaazaheptadecane-1,17-dioic acid (λmax nm in water=259) in 3.0 ml of methanol, 300 μl of pyridine, 300 μl of 2,4-pentanedione, 15 mg montmorillonite K-1... Starting materials: C(C)(=O)OC1=C(C=C(C(=C1)N1C=CC=C1)C)C(C=C)C (3-[2-acetoxy-5-methyl-4-(pyrrol-1-yl)-phenyl]-1-butene), CC(=O)C.C(=O)=O (acetone dry ice), O=[O+][O-] (ozone), CSC (dimethyl sulphide), [OH-].[K+] (potassium hydroxide). Reagents/catalysts: [N+](=O)([O-])[O-].[Ag+] (silver nitrate). The solvent is C(Cl)Cl (methylene chloride), O (water). Reaction conditions: time 2 hour. Yields the product OC1=C(C=C(C(=C1)N1C=CC=C1)C)C(C(=O)O)C (2-[2-hydroxy-5-methyl-4-(pyrrol-1-yl)phenyl]-propionic acid). Reaction SMILES: C([O:4][C:5]1[CH:10]=[C:9]([N:11]2[CH:15]=[CH:14][CH:13]=[CH:12]2)[C:8]([CH3:16])=[CH:7][C:6]=1[CH:17](C)[CH:18]=C)(=O)C.CC(C)=O.[C:25](=[O:27])=[O:26].O=[O+][O-].CSC.[OH-].[K+]>C(Cl)Cl.O.[N+]([O-])([O-])=O.[Ag+]>[OH:4][C:5]1[CH:10]=[C:9]([N:11]2[CH:12]=[CH:13][CH:14]=[CH:15]2)[C:8]([CH3:16])=[CH:7][C:6]=1[CH:17]([CH3:18])[C:25]([OH:27])=[O:26] |f:1.2,5.6,9.10|. Procedure: A solution of 2.7 g (10 mmoles) of 3-[2-acetoxy-5-methyl-4-(pyrrol-1-yl)-phenyl]-1-butene in 40 ml of absolute methylene chloride is cooled to -78° with acetone/dry ice and ozone is blown through until the blue colour no longer disappears. Then, 2 ml of dimethyl sulphide are added and the cooling bath is removed. The reaction mixture is carefully concentrated in a vacuum rotary evaporator, the residue is dissolved in 50 ml of ethanol, and a solution of 3.7 g (23 mmoles) of silver nitrate in 5 ml... Starting materials: CO, O=COCN1C(=O)CC1C(=O)OCc1ccccc1, [H][H]. The product is O=COCN1C(=O)CC1C(=O)O. As a reaction SMILES: [CH3:22][OH:23].[CH:1](=[O:2])[O:3][CH2:4][N:5]1[CH:6]([C:10](=[O:11])[O:12][CH2:13][c:14]2[cH:15][cH:16][cH:17][cH:18][cH:19]2)[CH2:7][C:8]1=[O:9].[H:20][H:21]>>[CH:1](=[O:2])[O:3][CH2:4][N:5]1[CH:6]([C:10](=[O:11])[OH:12])[CH2:7][C:8]1=[O:9]. Product: CN1C(=C(C(=C1Br)Br)C#N)Br (1-Methyl-2,4,5-tribromopyrrole-3-carbonitrile). Procedure details: To a stirred mixture of 0.87 g (7.75 mmol) of potassium t-butoxide in 30 mL of dry THF under a nitrogen atmosphere is added dropwise from an addition funnel 2.10 g (6.39 mmol) of 2,4,5-tribromopyrrole-3-carbonitrile in 20 mL of dry THF. After 15 minutes, 0.64 mL (10.3 mmol) of methyl iodide is added by syringe over 2 minutes. After several hours at room temperature, the mixture is diluted with 100 mL of water and 75 mL of ethyl acetate. The separated water phase is extracted again with ethyl ace... The reactants are BrC=1NC(=C(C1C#N)Br)Br (2,4,5-tribromopyrrole-3-carbonitrile), CCCCCC (hexane), CC(C)([O-])C.[K+] (potassium t-butoxide), CI (methyl iodide). The solvent is C1CCOC1 (THF), O (water), C(C)(=O)OCC (ethyl acetate), C1CCOC1 (THF). RXN SMILES: [CH3:1]C(C)([O-])C.[K+].[Br:7][C:8]1[NH:9][C:10]([Br:16])=[C:11]([Br:15])[C:12]=1[C:13]#[N:14].CI.CCCCCC>C1COCC1.O.C(OCC)(=O)C>[CH3:1][N:9]1[C:10]([Br:16])=[C:11]([Br:15])[C:12]([C:13]#[N:14])=[C:8]1[Br:7] |f:0.1|. Run at time 15 minute.